Dataset: the Open Reaction Database (ORD), a public repository of structured organic reaction records. Task: describe an organic reaction: reactants, conditions, products, and yield The reactants are Cl.NO (hydroxylamine hydrochloride), C(C)(=O)[O-].[Na+] (sodium acetate), C(=O)CN1C(C(C2=CC=CC=C12)(NC(=O)NC1=CC=C(C=C1)C)CC(=O)NC1=CC=C(C=C1)C)=O ((+)-1-formylmethyl-3-(4-methylphenyl)aminocarbonylmethyl-3-(N'-(4-methylphenyl)ureido)indolin-2-one). Solvent: O (water), CO (methanol). Reaction conditions: time 1 hour. Product: ON=CCN1C(C(C2=CC=CC=C12)(NC(=O)NC1=CC=C(C=C1)C)CC(=O)NC1=CC=C(C=C1)C)=O ((+)-1-(2-Hydroxyiminoethyl)-3-(4-methylphenyl)aminocarbonylmethyl-3-(N'-(4-methylphenyl)ureido)indolin-2-one). Yield: 87.2%. RXN SMILES: [CH:1]([CH2:3][N:4]1[C:12]2[C:7](=[CH:8][CH:9]=[CH:10][CH:11]=2)[C:6]([CH2:24][C:25]([NH:27][C:28]2[CH:33]=[CH:32][C:31]([CH3:34])=[CH:30][CH:29]=2)=[O:26])([NH:13][C:14]([NH:16][C:17]2[CH:22]=[CH:21][C:20]([CH3:23])=[CH:19][CH:18]=2)=[O:15])[C:5]1=[O:35])=O.Cl.[NH2:37][OH:38].C([O-])(=O)C.[Na+]>CO.O>[OH:38][N:37]=[CH:1][CH2:3][N:4]1[C:12]2[C:7](=[CH:8][CH:9]=[CH:10][CH:11]=2)[C:6]([CH2:24][C:25]([NH:27][C:28]2[CH:29]=[CH:30][C:31]([CH3:34])=[CH:32][CH:33]=2)=[O:26])([NH:13][C:14]([NH:16][C:17]2[CH:22]=[CH:21][C:20]([CH3:23])=[CH:19][CH:18]=2)=[O:15])[C:5]1=[O:35] |f:1.2,3.4|. Procedure: In 1 ml of methanol was dissolved 0.050 g of (+)-1-formylmethyl-3-(4-methylphenyl)aminocarbonylmethyl-3-(N'-(4-methylphenyl)ureido)indolin-2-one, and a solution of 0.021 g of hydroxylamine hydrochloride and 0.021 g of sodium acetate in 1 ml of water was added thereto. The resulting mixture was stirred at room temperature for 1 hour and concentrated. Water was added to the residue, and the mixture was extracted with ethyl acetate. The organic layer was washed with saturated aqueous sodium hydroge... Starting materials: [BH4-].[Na+] (sodium borohydride), FC=1C=C(C=CC1O[Si](C(C)C)(C(C)C)C(C)C)C(C(C)N1CCC(CC1)(C1=CC=CC=C1)O)=O (1-(3-fluoro-4-triisopropylsilyloxyphenyl)-2-(4-hydroxy-4-phenylpiperidin-1-yl)-propan-1-one). The solvent is C(C)O (ethanol). Run at time 10 minute. The product is FC=1C=C(C=CC1O[Si](C(C)C)(C(C)C)C(C)C)[C@H]([C@@H](C)N1CCC(CC1)(C1=CC=CC=C1)O)O ((1R*,2R*)-1-(3-fluoro-4-triisopropylsilyloxyphenyl)-2-(4-hydroxy-4-phenylpiperidin-1-yl)-propan-1-ol). Isolated yield 9.9%. As a reaction SMILES: [BH4-].[Na+].[F:3][C:4]1[CH:5]=[C:6]([C:21](=[O:37])[CH:22]([N:24]2[CH2:29][CH2:28][C:27]([OH:36])([C:30]3[CH:35]=[CH:34][CH:33]=[CH:32][CH:31]=3)[CH2:26][CH2:25]2)[CH3:23])[CH:7]=[CH:8][C:9]=1[O:10][Si:11]([CH:18]([CH3:20])[CH3:19])([CH:15]([CH3:17])[CH3:16])[CH:12]([CH3:14])[CH3:13]>C(O)C>[F:3][C:4]1[CH:5]=[C:6]([C@@H:21]([OH:37])[C@H:22]([N:24]2[CH2:25][CH2:26][C:27]([OH:36])([C:30]3[CH:31]=[CH:32][CH:33]=[CH:34][CH:35]=3)[CH2:28][CH2:29]2)[CH3:23])[CH:7]=[CH:8][C:9]=1[O:10][Si:11]([CH:18]([CH3:19])[CH3:20])([CH:12]([CH3:13])[CH3:14])[CH:15]([CH3:17])[CH3:16] |f:0.1|. Reported procedure: A mixture of sodium borohydride (0.12 g, 3.17 mmol) and ethanol (5 mL) was stirred 10 min and then 1-(3-fluoro-4-triisopropylsilyloxyphenyl)-2-(4-hydroxy-4-phenylpiperidin-1-yl)-propan-1-one (1.41 g, 2.82 mmol in 25 mL of ethanol) was added. The reaction was stirred at ambient temperature overnight. The white precipitate which formed was collected by filtration to afford 0.14 g (10%) of (1R*,2R*)-1-(3-fluoro-4-triisopropylsilyloxyphenyl)-2-(4-hydroxy-4-phenylpiperidin-1-yl)-propan-1-ol which had...